Dataset: the Open Reaction Database (ORD), a public repository of structured organic reaction records. Task: describe an organic reaction: reactants, conditions, products, and yield The reactants are O=C([O-])[O-], CC(=O)CC(C)=O, CC(=O)[O-], CCO, [K+], O=N[O-], [Na+], [Na+], [Na+], Nc1ccc(N2CCOCC2)cc1, O=[N+]([O-])O, O=P(O)(O)O. The product is CC(=O)C(=NNc1ccc(N2CCOCC2)cc1)C(C)=O. As a reaction SMILES: [C:39](=[O:40])([O-:41])[O-:42].[CH3:27][C:28]([CH2:29][C:30]([CH3:31])=[O:32])=[O:33].[CH3:35][C:36](=[O:37])[O-:38].[CH3:45][CH2:46][OH:47].[K+:34].[N:23]([O-:24])=[O:25].[Na+:26].[Na+:43].[Na+:44].[O:1]1[CH2:2][CH2:3][N:4]([c:7]2[cH:8][cH:9][c:10]([NH2:11])[cH:12][cH:13]2)[CH2:5][CH2:6]1.[OH:19][N+:20](=[O:21])[O-:22].[P:14](=[O:15])([OH:16])([OH:17])[OH:18]>>[O:1]1[CH2:2][CH2:3][N:4]([c:7]2[cH:8][cH:9][c:10]([NH:11][N:23]=[C:29]([C:28]([CH3:27])=[O:33])[C:30]([CH3:31])=[O:32])[cH:12][cH:13]2)[CH2:5][CH2:6]1. Starting materials: N(O)=C1SC(C(=N1)C)(C)C (2-oxo-4,5,5-trimethyl-3-thiazoline-oxime), C(C)(C)N=C=O (isopropyl isocyanate). Product: C(C)(C)NC(=O)ON=C1SC(C(=N1)C)(C)C (2-oxo-4,5,5-trimethyl-3-thiazoline-O-(isopropylcarbamoyl)-oxime). RXN SMILES: [N:1](=[C:3]1[N:7]=[C:6]([CH3:8])[C:5]([CH3:10])([CH3:9])[S:4]1)[OH:2].[CH:11]([N:14]=[C:15]=[O:16])([CH3:13])[CH3:12]>>[CH:11]([NH:14][C:15]([O:2][N:1]=[C:3]1[N:7]=[C:6]([CH3:8])[C:5]([CH3:10])([CH3:9])[S:4]1)=[O:16])([CH3:13])[CH3:12]. Reported procedure: 2-oxo-4,5,5-trimethyl-3-thiazoline-oxime was reacted with isopropyl isocyanate as described in Example 4 to yield 2-oxo-4,5,5-trimethyl-3-thiazoline-O-(isopropylcarbamoyl)-oxime, m.p. 114°-116° C. Starting materials: BrCC(=O)O (bromoacetic acid), [Na] (Sodium), C(COCCOCCO)O (triethylene glycol), C(C)(=O)Cl (acetyl chloride), [Na] (sodium), C(C)(=O)[O-].[Na+] (sodium acetate). Solvent: C(C)(C)O (isopropyl alcohol). Yields the product OCCOCCOCCOCC(=O)OC(C)C (Isopropyl 11-hydroxy-3,6,9-trioxa-undecanoate). RXN SMILES: [Na].[CH2:2]([OH:11])[CH2:3][O:4][CH2:5][CH2:6][O:7][CH2:8][CH2:9][OH:10].Br[CH2:13][C:14]([OH:16])=[O:15].[C:17](Cl)(=O)[CH3:18].[C:21]([O-])(=O)C.[Na+]>C(O)(C)C>[OH:11][CH2:2][CH2:3][O:4][CH2:5][CH2:6][O:7][CH2:8][CH2:9][O:10][CH2:13][C:14]([O:16][CH:17]([CH3:18])[CH3:21])=[O:15] |f:4.5,^1:0|. Procedure: Sodium (23 g, 1.0 mole) in form of chips was added in portions to triethylene glycol (700 ml) under nitrogen atmosphere. When the sodium had reacted completely, the mixture was cooled to room temperature and bromoacetic acid was added (76 g, 0.5 mole) under stirring. After 18 hours at 100° C. the excess of diethylene glycol was distilled off at about 4 mm Hg. Thereafter isopropyl alcohol (400 ml) and in portions acetyl chloride (51 g, 0.65 mole) were added. After stirring for 18 hours at 65° C. ... Starting materials: CC=1C=C(C(=O)O)C=CC1C(=O)N1CCCC1 (3-methyl-4-(pyrrolidin-1-ylcarbonyl)benzoic acid), CN(C)C(=[N+](C)C)ON1C2=C(C=CC=C2)N=N1.[B-](F)(F)(F)F (TBTU), C(C)(C)N(CC)C(C)C (diisopropylethylamine), ClC1=CC2=C(NC(=N2)[C@@H](C)N)C=C1 ((R)-1-(5-chloro-1H-benzimidazol-2-yl)ethylamine), ClCl (chlorine), C22H23ClN4O2, ClCl (chlorine). Reported procedure: Prepared analogously to Example 1g from 3-methyl-4-(pyrrolidin-1-ylcarbonyl)benzoic acid, TBTU, diisopropylethylamine, and (R)-1-(5-chloro-1H-benzimidazol-2-yl)ethylamine in tetrahydrofuran. Yield: quantitative; Rf value: 0.50 (silica gel; dichloromethane/ethanol=9:1); C22H23ClN4O2 (410.90); mass spectrum: (M+H)+=411/413 (chlorine isotope) and (M−H)-=409/411 (chlorine isotope). The solvent is O1CCCC1 (tetrahydrofuran), ClCCl.C(C)O (dichloromethane ethanol). As a reaction SMILES: [CH3:1][C:2]1[CH:3]=[C:4]([CH:8]=[CH:9][C:10]=1[C:11]([N:13]1[CH2:17][CH2:16][CH2:15][CH2:14]1)=[O:12])[C:5]([OH:7])=O.CN(C(ON1N=NC2C=CC=CC1=2)=[N+](C)C)C.[B-](F)(F)(F)F.C(N(C(C)C)CC)(C)C.[Cl:49][C:50]1[CH:61]=[CH:60][C:53]2[NH:54][C:55]([C@H:57]([NH2:59])[CH3:58])=[N:56][C:52]=2[CH:51]=1.ClCl>O1CCCC1.ClCCl.C(O)C>[Cl:49][C:50]1[CH:61]=[CH:60][C:53]2[NH:54][C:55]([C@H:57]([NH:59][C:5](=[O:7])[C:4]3[CH:8]=[CH:9][C:10]([C:11]([N:13]4[CH2:17][CH2:16][CH2:15][CH2:14]4)=[O:12])=[C:2]([CH3:1])[CH:3]=3)[CH3:58])=[N:56][C:52]=2[CH:51]=1 |f:1.2,7.8|. Product: ClC1=CC2=C(NC(=N2)[C@@H](C)NC(C2=CC(=C(C=C2)C(=O)N2CCCC2)C)=O)C=C1 (N-[(1R)-1-(5-chloro-1H-benzimidazol-2-yl)ethyl]-3-methyl-4-(pyrrolidin-1ylcarbonyl)benzamide).